Dataset: the Open Reaction Database (ORD), a public repository of structured organic reaction records. Task: describe an organic reaction: reactants, conditions, products, and yield The reactants are c1ccc2c(c1)CCC2, O=S(=O)(O)Cl, ClCCl. Product: O=S(=O)(O)c1ccc2c(c1)CCC2, [Cl-]. As a reaction SMILES: [CH2:1]1[CH2:2][c:3]2[cH:4][cH:5][cH:6][cH:7][c:8]2[CH2:9]1.[Cl:10][S:11](=[O:12])(=[O:13])[OH:14].[Cl:15][CH2:16][Cl:17]>>[CH2:1]1[CH2:2][c:3]2[cH:4][c:5]([S:11](=[O:12])(=[O:13])[OH:14])[cH:6][cH:7][c:8]2[CH2:9]1.[Cl-:10]. Starting materials: C(C1=CC=CC=C1)OC1=CC=C(C=C1)N1N=C(C=2CCC3=C(C12)C=C(C=C3)OC)C (1-(4-Benzyloxyphenyl)-8-methoxy-3-methyl-4,5-dihydro-1H-benzo[g]indazole). The reagents and catalysts are [Pd] (Pd/C). Run in CO.O1CCCC1 (methanol tetrahydrofuran). Conditions: time 2 hour. The product is COC1=CC2=C(CCC=3C(=NN(C23)C2=CC=C(C=C2)O)C)C=C1 (4-(8-Methoxy-3-methyl-4,5-dihydrobenzo[g]indazol-1-yl)-phenol). RXN SMILES: C([O:8][C:9]1[CH:14]=[CH:13][C:12]([N:15]2[C:23]3[C:22]4[CH:24]=[C:25]([O:28][CH3:29])[CH:26]=[CH:27][C:21]=4[CH2:20][CH2:19][C:18]=3[C:17]([CH3:30])=[N:16]2)=[CH:11][CH:10]=1)C1C=CC=CC=1>CO.O1CCCC1.[Pd]>[CH3:29][O:28][C:25]1[CH:26]=[CH:27][C:21]2[CH2:20][CH2:19][C:18]3[C:17]([CH3:30])=[N:16][N:15]([C:12]4[CH:13]=[CH:14][C:9]([OH:8])=[CH:10][CH:11]=4)[C:23]=3[C:22]=2[CH:24]=1 |f:1.2|. Procedure details: 1-(4-Benzyloxyphenyl)-8-methoxy-3-methyl-4,5-dihydro-1H-benzo[g]indazole (42 mg, 0.1 mmol) was dissolved in methanol/tetrahydrofuran (2/1, v/v, 1.5 mL) and a catalytic amount of 10% Pd/C (wet) was added. The flask was purged with nitrogen and hydrogen, then stirred under 1 atmosphere of hydrogen for 2 hours. The mixture was filtered through Celite and washed with methanol, and the filtrate was concentrated. The reaction was assumed to be quantitative. LC-MS (C19H18N2O2 calculated 306) m/z 307 (M... As a reaction SMILES: [CH3:1][N:2]1[C:6]([CH2:7]O)=[CH:5][C:4]([C:9]2[CH:14]=[CH:13][C:12]([C:15]([F:18])([F:17])[F:16])=[CH:11][CH:10]=2)=[N:3]1.S(Cl)([Cl:21])=O>C(Cl)(Cl)Cl>[Cl:21][CH2:7][C:6]1[N:2]([CH3:1])[N:3]=[C:4]([C:9]2[CH:14]=[CH:13][C:12]([C:15]([F:18])([F:17])[F:16])=[CH:11][CH:10]=2)[CH:5]=1. The solvent is C(Cl)(Cl)Cl (chloroform). Product: ClCC1=CC(=NN1C)C1=CC=C(C=C1)C(F)(F)F (5-chloromethyl-1-methyl-3-(4-trifluoromethyl-phenyl)-1H-pyrazole). Procedure: In analogy to the procedure described for example 1 b], [2-methyl-5-(4-trifluoromethyl-phenyl)-2H-pyrazol-3-yl]-methanol (example 3 b]) was reacted with thionyl chloride in chloroform to yield 5-chloromethyl-1-methyl-3-(4-trifluoromethyl-phenyl)-1H-pyrazole as yellow oil. The reactants are CN1N=C(C=C1CO)C1=CC=C(C=C1)C(F)(F)F ([2-methyl-5-(4-trifluoromethyl-phenyl)-2H-pyrazol-3-yl]-methanol), S(=O)(Cl)Cl (thionyl chloride). Reactants: COC(=O)CCc1cccc(CC2CCN(C(=O)OC(C)(C)C)CC2)c1, CO, [K+], [Na+], [OH-], O=S(=O)([O-])O. Yields the product CC(C)(C)OC(=O)N1CCC(Cc2cccc(CCC(=O)O)c2)CC1. Reaction SMILES: [C:1](=[O:2])([O:3][C:4]([CH3:5])([CH3:6])[CH3:7])[N:8]1[CH2:9][CH2:10][CH:11]([CH2:14][c:15]2[cH:16][c:17]([CH2:21][CH2:22][C:23](=[O:24])[O:25][CH3:26])[cH:18][cH:19][cH:20]2)[CH2:12][CH2:13]1.[CH3:35][OH:36].[K+:34].[Na+:28].[OH-:27].[S:29](=[O:30])(=[O:31])([OH:32])[O-:33]>>[C:1](=[O:2])([O:3][C:4]([CH3:5])([CH3:6])[CH3:7])[N:8]1[CH2:9][CH2:10][CH:11]([CH2:14][c:15]2[cH:16][c:17]([CH2:21][CH2:22][C:23](=[O:24])[OH:25])[cH:18][cH:19][cH:20]2)[CH2:12][CH2:13]1.